Dataset: the Open Reaction Database (ORD), a public repository of structured organic reaction records. Task: describe an organic reaction: reactants, conditions, products, and yield RXN SMILES: [CH3:12][C:13](=[O:14])[O:15][C:16](=[O:17])[CH3:18].[Cl:19][CH2:20][Cl:21].[OH:1][c:2]1[cH:3][c:4]2[c:8]([cH:9][cH:10]1)[C:7](=[O:11])[CH2:6][CH2:5]2>>[O:1]([c:2]1[cH:3][c:4]2[c:8]([cH:9][cH:10]1)[C:7](=[O:11])[CH2:6][CH2:5]2)[C:13]([CH3:12])=[O:14]. Reactants: CC(=O)OC(C)=O, ClCCl, O=C1CCc2cc(O)ccc21. Yields the product CC(=O)Oc1ccc2c(c1)CCC2=O.